From a dataset of the Open Reaction Database (ORD), a public repository of structured organic reaction records. describe an organic reaction: reactants, conditions, products, and yield Starting materials: BrC1=CC=C(C=C1)C(C=C(N)C)=O (3-(4-bromophenyl)-1-methyl-3-oxo-1-propenamine), BrC1=CC=C(C=C1)C(CC(C)=O)=O (1-(4-bromophenyl)-1,3-butanedione), [OH-].[NH4+] (ammonium hydroxide). The solvent is CO (methanol). Reaction conditions: time 8 hour. The product is BrC1=CC=C(C(=O)C=2C=CC(NC2C)=O)C=C1 (5-(4-Bromobenzoyl)-6-methyl-2(1H)-pyridinone). Reaction SMILES: [Br:1][C:2]1[CH:7]=[CH:6][C:5]([C:8](=[O:13])[CH:9]=[C:10]([CH3:12])[NH2:11])=[CH:4][CH:3]=1.BrC1C=CC([C:21](=O)[CH2:22][C:23](=[O:25])C)=CC=1.[OH-].[NH4+]>CO>[Br:1][C:2]1[CH:3]=[CH:4][C:5]([C:8]([C:9]2[CH:21]=[CH:22][C:23](=[O:25])[NH:11][C:10]=2[CH3:12])=[O:13])=[CH:6][CH:7]=1 |f:2.3|. Procedure details: The intermediate 3-(4-bromophenyl)-1-methyl-3-oxo-1-propenamine, m.p. 126°-128° C., 56.8 g, was prepared following the procedure described in Example A-2 using 83 g of 1-(4-bromophenyl)-1,3-butanedione, 750 ml of methanol and 100 ml of concentrated aqueous ammonium hydroxide solution. The solid residue after stripping the reaction mixture to dryness on a rotary evaporator was treated with 500 ml of boiling n-hexane, the mixture allowed to stand at room temperature overnight, and, the product col... Starting materials: C(C)OC(=O)C=1C(=C2C(=C(N1)C#N)N(C=C2Br)CC2=CC=CC=C2)OC(C)=O (4-acetoxy-1-benzyl-3-bromo-7-cyano-1H-pyrrolo[2,3-c]pyridine-5-carboxylic acid ethyl ester), NCC(=O)O (glycine), C[O-].[Na+].CO (NaOMe HOMe). Yields the product C(C1=CC=CC=C1)N1C=C(C=2C1=C(N=C(C2O)C(=O)NCC(=O)O)C#N)Br ([(1-Benzyl-3-bromo-7-cyano-4-hydroxy-1H-pyrrolo[2,3-c]pyridine-5-carbonyl)-amino]-acetic acid). RXN SMILES: C(O[C:4]([C:6]1[C:7]([O:25]C(=O)C)=[C:8]2[C:16]([Br:17])=[CH:15][N:14]([CH2:18][C:19]3[CH:24]=[CH:23][CH:22]=[CH:21][CH:20]=3)[C:9]2=[C:10]([C:12]#[N:13])[N:11]=1)=[O:5])C.[NH2:29][CH2:30][C:31]([OH:33])=[O:32].C[O-].[Na+].CO>>[CH2:18]([N:14]1[C:9]2=[C:10]([C:12]#[N:13])[N:11]=[C:6]([C:4]([NH:29][CH2:30][C:31]([OH:33])=[O:32])=[O:5])[C:7]([OH:25])=[C:8]2[C:16]([Br:17])=[CH:15]1)[C:19]1[CH:24]=[CH:23][CH:22]=[CH:21][CH:20]=1 |f:2.3.4|. Reported procedure: Prepared in analogy to that of Example 1(e) from 4-acetoxy-1-benzyl-3-bromo-7-cyano-1H-pyrrolo[2,3-c]pyridine-5-carboxylic acid ethyl ester, glycine and NaOMe/HOMe. The title compound, ESI MS (m/z): 429 (M+H)+. The reactants are [OH-].[Na+] (sodium hydroxide), O (water), C(C)(=O)OC1CCCC2=C1C=CS2 (4,5,6,7-tetrahydro-1-benzothien-4-yl acetate), BrN1C(CCC1=O)=O (N-bromosuccinimide), O (water). The solvent is C(Cl)(Cl)Cl (chloroform). The product is BrC=1SC2=C(C1)C(CCC2)O (2-Bromo-4,5,6,7-tetrahydro-1-benzothiophen-4-ol). Yield: 82.0%. Reaction SMILES: C([O:4][CH:5]1[C:10]2[CH:11]=[CH:12][S:13][C:9]=2[CH2:8][CH2:7][CH2:6]1)(=O)C.[Br:14]N1C(=O)CCC1=O.O.[OH-].[Na+]>C(Cl)(Cl)Cl>[Br:14][C:12]1[S:13][C:9]2[CH2:8][CH2:7][CH2:6][CH:5]([OH:4])[C:10]=2[CH:11]=1 |f:3.4|. Procedure details: To a solution of 4,5,6,7-tetrahydro-1-benzothien-4-yl acetate (5.1 g, 26 mmol) in chloroform (30 ml) was added N-bromosuccinimide (5 g, 28 mmol) at 0° C. with stirring, and the resulting mixture was stirred at room temperature for 3 hours. After stirring, the reaction mixture was poured into water (40 ml) and extracted with ether. The extract was washed with a saturated aqueous solution of sodium chloride and dried over magnesium sulfate. After filtration, the filtrate was evaporated in vacuo. S... Reactants: C1CCOC1, Nc1ccc(OC2CCCC2)nc1, O=C(Cl)Oc1ccc([N+](=O)[O-])cc1. The product is O=C(Nc1ccc(OC2CCCC2)nc1)Oc1ccc([N+](=O)[O-])cc1. As a reaction SMILES: [CH2:27]1[O:28][CH2:29][CH2:30][CH2:31]1.[CH:1]1([O:6][c:7]2[cH:8][cH:9][c:10]([NH2:13])[cH:11][n:12]2)[CH2:2][CH2:3][CH2:4][CH2:5]1.[Cl:14][C:15](=[O:16])[O:17][c:18]1[cH:19][cH:20][c:21]([N+:24](=[O:25])[O-:26])[cH:22][cH:23]1>>[CH:1]1([O:6][c:7]2[cH:8][cH:9][c:10]([NH:13][C:15](=[O:16])[O:17][c:18]3[cH:19][cH:20][c:21]([N+:24](=[O:25])[O-:26])[cH:22][cH:23]3)[cH:11][n:12]2)[CH2:2][CH2:3][CH2:4][CH2:5]1.